This data is from the Open Reaction Database (ORD), a public repository of structured organic reaction records. The task is: describe an organic reaction: reactants, conditions, products, and yield Starting materials: BrB(Br)Br, ClC(Cl)Cl, ClCCl, COc1ccc(N2CCC3(CC2)CN(c2cccc(F)c2)C(=O)CO3)cc1, [Na+], [OH-]. Product: O=C1COC2(CCN(c3ccc(O)cc3)CC2)CN1c1cccc(F)c1. Reaction SMILES: [B:31]([Br:32])([Br:33])[Br:34].[CH:37]([Cl:38])([Cl:39])[Cl:40].[Cl:28][CH2:29][Cl:30].[F:1][c:2]1[cH:3][c:4]([N:8]2[C:9](=[O:27])[CH2:10][O:11][C:12]3([CH2:13]2)[CH2:14][CH2:15][N:16]([c:19]2[cH:20][cH:21][c:22]([O:25][CH3:26])[cH:23][cH:24]2)[CH2:17][CH2:18]3)[cH:5][cH:6][cH:7]1.[Na+:36].[OH-:35]>>[F:1][c:2]1[cH:3][c:4]([N:8]2[C:9](=[O:27])[CH2:10][O:11][C:12]3([CH2:13]2)[CH2:14][CH2:15][N:16]([c:19]2[cH:20][cH:21][c:22]([OH:25])[cH:23][cH:24]2)[CH2:17][CH2:18]3)[cH:5][cH:6][cH:7]1.